describe an organic reaction: reactants, conditions, products, and yield From a dataset of the Open Reaction Database (ORD), a public repository of structured organic reaction records. Reaction SMILES: [CH3:20][C:21]#[N:22].[CH3:6][O:7][c:8]1[c:9]([N:14]2[CH2:15][CH2:16][NH:17][CH2:18][CH2:19]2)[cH:10][cH:11][cH:12][cH:13]1.[Cl:1][CH2:2][CH:3]1[CH2:4][O:5]1>>[Cl:1][CH2:2][CH:3]([CH2:4][N:17]1[CH2:16][CH2:15][N:14]([c:9]2[c:8]([O:7][CH3:6])[cH:13][cH:12][cH:11][cH:10]2)[CH2:19][CH2:18]1)[OH:5]. The reactants are CC#N, COc1ccccc1N1CCNCC1, ClCC1CO1. Yields the product COc1ccccc1N1CCN(CC(O)CCl)CC1. The reactants are C(C(C)C)N(C(=O)C=1C=C(C=C(C1)C1=CC=C(C=C1)C)C(=O)OCC)C (ethyl 5-(isobutyl(methyl)carbamoyl)-4′-methylbiphenyl-3-carboxylate), [OH-].[Li+] (lithium hydroxide), C(C)O (ethanol). Solvent: O (water). Reaction conditions: time 5 hour. The product is C(C(C)C)N(C(=O)C=1C=C(C=C(C1)C1=CC=C(C=C1)C)C(=O)O)C (5-(Isobutyl(methyl)carbamoyl)-4′-methylbiphenyl-3-carboxylic acid). As a reaction SMILES: [CH2:1]([N:5]([CH3:26])[C:6]([C:8]1[CH:9]=[C:10]([C:21]([O:23]CC)=[O:22])[CH:11]=[C:12]([C:14]2[CH:19]=[CH:18][C:17]([CH3:20])=[CH:16][CH:15]=2)[CH:13]=1)=[O:7])[CH:2]([CH3:4])[CH3:3].[OH-].[Li+].C(O)C>O>[CH2:1]([N:5]([CH3:26])[C:6]([C:8]1[CH:9]=[C:10]([C:21]([OH:23])=[O:22])[CH:11]=[C:12]([C:14]2[CH:15]=[CH:16][C:17]([CH3:20])=[CH:18][CH:19]=2)[CH:13]=1)=[O:7])[CH:2]([CH3:4])[CH3:3] |f:1.2|. Procedure: A mixture of ethyl 5-(isobutyl(methyl)carbamoyl)-4′-methylbiphenyl-3-carboxylate (165 mg, 0.467 mmol), lithium hydroxide (55 mg, 2.3 mmol), ethanol (10 mL), and water (1 mL) was stirred at room temperature for 5 h. LC-MS indicated completion of the reaction. The solvent was removed in vacuo and the residue was treated with water and acidified with 1N aq. HCl to pH=3 and extracted with EtOAc (50 mL×3). The combined organic layers were washed with brine, dried (Na2SO4), and concentrated to yield t... Starting materials: Cl.NO (hydroxylamine hydrochloride), C([O-])([O-])=O.[K+].[K+] (potassium carbonate), ClC1=C(C(=O)OC)C=CC(=C1C=CC(C)=O)Cl (methyl 2,4-dichloro-3-(2-oxobut-3-en-4-yl)benzoate). Solvent: C(C)O (ethanol), O (water), O (water). Product: ClC1=C(C(=O)OC)C=CC(=C1C=CC(C)=NO)Cl (Methyl 2,4-dichloro-(2-hydroxyiminobut-3-en-4-yl)benzoate). RXN SMILES: Cl.[NH2:2][OH:3].C(=O)([O-])[O-].[K+].[K+].[Cl:10][C:11]1[C:20]([CH:21]=[CH:22][C:23](=O)[CH3:24])=[C:19]([Cl:26])[CH:18]=[CH:17][C:12]=1[C:13]([O:15][CH3:16])=[O:14]>C(O)C.O>[Cl:10][C:11]1[C:20]([CH:21]=[CH:22][C:23](=[N:2][OH:3])[CH3:24])=[C:19]([Cl:26])[CH:18]=[CH:17][C:12]=1[C:13]([O:15][CH3:16])=[O:14] |f:0.1,2.3.4|. Procedure details: 1.8 g (25.9 mmol) of hydroxylamine hydrochloride and 1.5 g (11.0 mmol) of potassium carbonate were added to 5.0 g (18.3 mmol) of methyl 2,4-dichloro-3-(2-oxobut-3-en-4-yl)benzoate in 160 ml of ethanol, and the reaction mixture was admixed with water until a clear solution was obtained. The mixture was heated under reflux for 3 hours and then cooled and the reaction mixture was taken up in 400 ml of water and extracted with ethyl acetate. The combined organic phases were dried and the solvent was... The reactants are [Na] (mono sodium), [N+](=O)([O-])C=1C(=C(C=C(C(=O)O)C1)S(=O)O)SC1=CC=CC=C1 (5-nitro-4-phenylthio-3-sulfinobenzoic acid), COC1=CC=C(OC2=C(C=C(C(=O)O)C=C2[N+](=O)[O-])S(=O)O)C=C1 (4-(p-methoxyphenoxy)-5-nitro-3-sulfinobenzoic acid), [Na] (sodium). The product is NC=1C(=C(C=C(C(=O)O)C1)S)OC1=CC=C(C=C1)OC (5-amino-4-(p-methoxyphenoxy)-3-mercaptobenzoic acid). Reaction SMILES: [Na].[CH3:2][O:3][C:4]1[CH:25]=[CH:24][C:7]([O:8][C:9]2[C:17]([N+:18]([O-])=O)=[CH:16][C:12]([C:13]([OH:15])=[O:14])=[CH:11][C:10]=2[S:21](O)=O)=[CH:6][CH:5]=1.[N+](C1C(SC2C=CC=CC=2)=C(S(O)=O)C=C(C=1)C(O)=O)([O-])=O>>[NH2:18][C:17]1[C:9]([O:8][C:7]2[CH:24]=[CH:25][C:4]([O:3][CH3:2])=[CH:5][CH:6]=2)=[C:10]([SH:21])[CH:11]=[C:12]([CH:16]=1)[C:13]([OH:15])=[O:14] |^1:0|. Procedure: By replacing mono sodium salt of 4-(p-methoxyphenoxy)-5-nitro-3-sulfinobenzoic acid (12 g) for the momo sodium salt of 5-nitro-4-phenylthio-3-sulfinobenzoic acid (11 g) in Example 11B, 5-amino-4-(p-methoxyphenoxy)-3-mercaptobenzoic acid is obtained with a melting point of 182° - 184°C.